Dataset: the Open Reaction Database (ORD), a public repository of structured organic reaction records. Task: describe an organic reaction: reactants, conditions, products, and yield The reactants are Cc1ccccc1, CCO, CO, Cl, Cn1ncc2cc(Oc3ccc(F)cc3C#N)ccc21, [OH-], [OH-], [Pd+2]. Product: Cl, Cn1ncc2cc(Oc3ccc(F)cc3CN)ccc21. RXN SMILES: [CH3:22][c:23]1[cH:24][cH:25][cH:26][cH:27][cH:28]1.[CH3:29][CH2:30][OH:31].[CH3:32][OH:33].[ClH:21].[F:1][c:2]1[cH:3][cH:4][c:5]([O:10][c:11]2[cH:12][c:13]3[cH:14][n:15][n:16]([CH3:20])[c:17]3[cH:18][cH:19]2)[c:6]([C:7]#[N:8])[cH:9]1.[OH-:34].[OH-:36].[Pd+2:35]>>[ClH:21].[F:1][c:2]1[cH:3][cH:4][c:5]([O:10][c:11]2[cH:12][c:13]3[cH:14][n:15][n:16]([CH3:20])[c:17]3[cH:18][cH:19]2)[c:6]([CH2:7][NH2:8])[cH:9]1. Reactants: C32H39BrF2N2O3, [Br-].FC1=CC=C(C=C1)N1C(C(C1=O)CCC(O[Si](C)(C)C(C)C)C1=CC=C(C=C1)F)C1=CC=C(OCCCCC[N+](C)(C)C)C=C1 ([5-(4-{1-(4-fluorophenyl)-3-[3-(4-fluorophenyl)-3-(isopropyldimethyl-silanyloxy)propyl]-4-oxoazetidin-2-yl}phenoxy)pentyl]trimethylammonium bromide), C([O-])(O)=O.[Na+] (sodium bicarbonate), Cl (HCl). Solvent: CO (methanol). Conditions: time 8 hour. The product is [Br-].FC1=CC=C(C=C1)N1C(C(C1=O)CCC(O)C1=CC=C(C=C1)F)C1=CC=C(OCCCCC[N+](C)(C)C)C=C1 ([5-(4-{1-(4-Fluorophenyl)-3-[3-(4-fluorophenyl)-3-hydroxypropyl]-4-oxoazetidin-2-yl}phenoxy)pentyl]trimethylammonium bromide). RXN SMILES: [Br-:1].[F:2][C:3]1[CH:8]=[CH:7][C:6]([N:9]2[C:12](=[O:13])[CH:11]([CH2:14][CH2:15][CH:16]([C:24]3[CH:29]=[CH:28][C:27]([F:30])=[CH:26][CH:25]=3)[O:17][Si](C(C)C)(C)C)[CH:10]2[C:31]2[CH:46]=[CH:45][C:34]([O:35][CH2:36][CH2:37][CH2:38][CH2:39][CH2:40][N+:41]([CH3:44])([CH3:43])[CH3:42])=[CH:33][CH:32]=2)=[CH:5][CH:4]=1.Cl.C(=O)(O)[O-].[Na+]>CO>[Br-:1].[F:2][C:3]1[CH:4]=[CH:5][C:6]([N:9]2[C:12](=[O:13])[CH:11]([CH2:14][CH2:15][CH:16]([C:24]3[CH:29]=[CH:28][C:27]([F:30])=[CH:26][CH:25]=3)[OH:17])[CH:10]2[C:31]2[CH:32]=[CH:33][C:34]([O:35][CH2:36][CH2:37][CH2:38][CH2:39][CH2:40][N+:41]([CH3:43])([CH3:42])[CH3:44])=[CH:45][CH:46]=2)=[CH:7][CH:8]=1 |f:0.1,3.4,6.7|. Procedure details: 548 mg of [5-(4-{1-(4-fluorophenyl)-3-[3-(4-fluorophenyl)-3-(isopropyldimethyl-silanyloxy)propyl]-4-oxoazetidin-2-yl}phenoxy)pentyl]trimethylammonium bromide are dissolved in 20 ml of methanol. 1 ml of a 0.1 M aqueous HCl solution is then added, and the reaction solution is stirred at room temperature overnight. The mixture is neutralized with dilute aqueous sodium bicarbonate solution and concentrated using a rotary evaporator. The residue is purified using a 10 g SiO2 cartridge (dichloromethan... As a reaction SMILES: [Br:29][CH2:30][CH2:31][O:32][CH:33]1[O:34][CH2:35][CH2:36][CH2:37][CH2:38]1.[C:1]([CH3:2])([CH3:3])([CH3:4])[O:5][C:6](=[O:7])[N:8]1[CH2:9][CH2:10][CH:11]([c:14]2[nH:15][cH:16][c:17](-[c:19]3[cH:20][c:21]([Cl:26])[c:22]([F:25])[cH:23][cH:24]3)[n:18]2)[CH2:12][CH2:13]1.[CH3:39][S:40]([CH3:41])=[O:42].[K+:28].[OH-:27]>>[C:1]([CH3:2])([CH3:3])([CH3:4])[O:5][C:6](=[O:7])[N:8]1[CH2:9][CH2:10][CH:11]([c:14]2[n:15]([CH2:30][CH2:31][O:32][CH:33]3[O:34][CH2:35][CH2:36][CH2:37][CH2:38]3)[cH:16][c:17](-[c:19]3[cH:20][c:21]([Cl:26])[c:22]([F:25])[cH:23][cH:24]3)[n:18]2)[CH2:12][CH2:13]1. Product: CC(C)(C)OC(=O)N1CCC(c2nc(-c3ccc(F)c(Cl)c3)cn2CCOC2CCCCO2)CC1. The reactants are BrCCOC1CCCCO1, CC(C)(C)OC(=O)N1CCC(c2nc(-c3ccc(F)c(Cl)c3)c[nH]2)CC1, CS(C)=O, [K+], [OH-]. Reactants: COC(=O)C=1C=C(C=C(C1)N1N=CN=C1C(C)OC)C1=CC=C(C=C1)C (5-[5-(1-Methoxy-ethyl)-[1,2,4]triazol-1-yl]-4′-methyl-biphenyl-3-carboxylic acid methyl ester), [Li+].[OH-] (LiOH). The product is COC(C)C1=NC=NN1C=1C=C(C=C(C1)C1=CC=C(C=C1)C)C(=O)O (5-[5-(1-methoxy-ethyl)-[1,2,4]triazol-1-yl]-4′-methyl-biphenyl-3-carboxylic acid). RXN SMILES: C[O:2][C:3]([C:5]1[CH:6]=[C:7]([C:20]2[CH:25]=[CH:24][C:23]([CH3:26])=[CH:22][CH:21]=2)[CH:8]=[C:9]([N:11]2[C:15]([CH:16]([O:18][CH3:19])[CH3:17])=[N:14][CH:13]=[N:12]2)[CH:10]=1)=[O:4].[Li+].[OH-]>>[CH3:19][O:18][CH:16]([C:15]1[N:11]([C:9]2[CH:10]=[C:5]([C:3]([OH:4])=[O:2])[CH:6]=[C:7]([C:20]3[CH:25]=[CH:24][C:23]([CH3:26])=[CH:22][CH:21]=3)[CH:8]=2)[N:12]=[CH:13][N:14]=1)[CH3:17] |f:1.2|. Procedure: 5-[5-(1-Methoxy-ethyl)-[1,2,4]triazol-1-yl]-4′-methyl-biphenyl-3-carboxylic acid methyl ester was hydrolysed with LiOH following the procedure of step 2, Example 8, to give 5-[5-(1-methoxy-ethyl)-[1,2,4]triazol-1-yl]-4′-methyl-biphenyl-3-carboxylic acid. Reactants: C(C)(C)(C)OC(=O)N1CC(C=2C3=C(C(=CC12)[N+](=O)[O-])C=CC=C3)CO (3-(tert-butyloxycarbonyl)-1-hydroxymethyl-5-nitro,1,2-dihydro-3H-benz[e]indole), CS(=O)(=O)Cl (methanesulfonyl chloride). Run in O (water), N1=CC=CC=C1 (pyridine). Run at temperature 20 celsius, time 2 hour. The product is C(C)(C)(C)OC(=O)N1CC(C=2C3=C(C(=CC12)[N+](=O)[O-])C=CC=C3)COS(=O)(=O)C (3-(tert-butyloxycarbonyl)-1-[(methanesulfonyloxy)methyl]-5-nitro-1,2-dihydro-3H-benz[e]indole). The yield is 89.3%. Reaction SMILES: [C:1]([O:5][C:6]([N:8]1[C:16]2[CH:15]=[C:14]([N+:17]([O-:19])=[O:18])[C:13]3[CH:20]=[CH:21][CH:22]=[CH:23][C:12]=3[C:11]=2[CH:10]([CH2:24][OH:25])[CH2:9]1)=[O:7])([CH3:4])([CH3:3])[CH3:2].[CH3:26][S:27](Cl)(=[O:29])=[O:28]>N1C=CC=CC=1.O>[C:1]([O:5][C:6]([N:8]1[C:16]2[CH:15]=[C:14]([N+:17]([O-:19])=[O:18])[C:13]3[CH:20]=[CH:21][CH:22]=[CH:23][C:12]=3[C:11]=2[CH:10]([CH2:24][O:25][S:27]([CH3:26])(=[O:29])=[O:28])[CH2:9]1)=[O:7])([CH3:4])([CH3:3])[CH3:2]. Procedure: A stirred solution of 3-(tert-butyloxycarbonyl)-1-(hydroxymethyl)-5-nitro-1,2-dihydro-3H-benz[e]indole (12) (450 mg, 1.31 mmol) in pyridine (1.3 mL) was treated dropwise at -5° C. with methanesulfonyl chloride (0.121 mL, 1.57 mmol) and then stirred at 20° C. for 2 h. The mixture was diluted with water then cooled and the resulting solid collected, washed with water and dried. This product was dissolved in CH2Cl2 and the solution was filtered through a short column of silica gel, eluting with fur... Reaction SMILES: [CH2:9]([CH3:10])[CH:11]1[CH2:12][C:13](=[O:31])[C:14]2([CH3:15])[CH:16]1[CH:17]1[CH2:18][CH2:19][c:20]3[cH:21][c:22]([O:29][CH3:30])[cH:23][cH:24][c:25]3[CH:26]1[CH2:27][CH2:28]2.[CH3:44][C:45]#[N:46].[CH3:56][CH2:57][O:58][C:59](=[O:60])[CH3:61].[CH:1]([N-:2][CH:3]([CH3:4])[CH3:5])([CH3:6])[CH3:7].[Cl-:37].[Cl:32][Si:33]([CH3:34])([CH3:35])[CH3:36].[Li+:8].[NH4+:38].[O-:48][C:49]([CH3:50])=[O:51].[O-:52][C:53]([CH3:54])=[O:55].[O:39]1[CH2:40][CH2:41][CH2:42][CH2:43]1.[Pd+2:47]>>[CH2:9]([CH3:10])[C:11]1=[CH:12][C:13](=[O:31])[C:14]2([CH3:15])[CH:16]1[CH:17]1[CH2:18][CH2:19][c:20]3[cH:21][c:22]([O:29][CH3:30])[cH:23][cH:24][c:25]3[CH:26]1[CH2:27][CH2:28]2. Product: CCC1=CC(=O)C2(C)CCC3c4ccc(OC)cc4CCC3C12. Starting materials: CCC1CC(=O)C2(C)CCC3c4ccc(OC)cc4CCC3C12, CC#N, CCOC(C)=O, CC(C)[N-]C(C)C, [Cl-], C[Si](C)(C)Cl, [Li+], [NH4+], CC(=O)[O-], CC(=O)[O-], C1CCOC1, [Pd+2]. The reactants are O=N[O-], Cc1cc(N)nc(C)c1Br, [Na+], [Na+], [OH-], O, OP(O)P(O)O. The product is Cc1cc(=O)[nH]c(C)c1Br. RXN SMILES: [N:17]([O-:18])=[O:19].[NH2:1][c:2]1[n:3][c:4]([CH3:10])[c:5]([Br:9])[c:6]([CH3:8])[cH:7]1.[Na+:20].[Na+:22].[OH-:21].[OH2:23].[P:11]([OH:12])([P:13]([OH:14])[OH:15])[OH:16]>>[c:2]1(=[O:12])[nH:3][c:4]([CH3:10])[c:5]([Br:9])[c:6]([CH3:8])[cH:7]1. The reactants are C(C)N(C(=O)N)C (1-ethyl-1-methyl-urea), C1(=CC=CC=C1)N=C=O (phenylisocyanate). Run in O1CCOCC1 (dioxane). Conditions: time 15 hour. Product: C(C)N(C(=O)NC(=O)NC1=CC=CC=C1)C (1-ethyl-1-methyl-5-phenylbiuret). The yield is 65.1%. RXN SMILES: [CH2:1]([N:3]([CH3:7])[C:4]([NH2:6])=[O:5])[CH3:2].[C:8]1([N:14]=[C:15]=[O:16])[CH:13]=[CH:12][CH:11]=[CH:10][CH:9]=1>O1CCOCC1>[CH2:1]([N:3]([CH3:7])[C:4]([NH:6][C:15]([NH:14][C:8]1[CH:13]=[CH:12][CH:11]=[CH:10][CH:9]=1)=[O:16])=[O:5])[CH3:2]. Reported procedure: In 50 ml of anhydrous dioxane, 7.7 g (0.075 mole) of 1-ethyl-1-methyl-urea was dissolved, into this solution 8.9 g (0.075 mole) of phenylisocyanate was added dropwise under stirring condition. The reaction was continued at a room temperature for 15 hours, then the precipitate thus formed was obtained by filtration and recrystallized from ethanol to obtain 10.8 g (yield 65%) of 1-ethyl-1-methyl-5-phenylbiuret having a melting point of 157°-159° C. Run in CN(C)C=O (DMF), CCOC(=O)C (EtOAc). Reactants: ClC=1C=C(C=NC1)C1=NC(=C(C2=C1N(C(=N2)N2[C@H]1[C@H](OCC2)CCC1)C[C@@H]1CC[C@H](CC1)C)O)C#N (4-(5-chloropyridin-3-yl)-2-[(4aR,7aR)-hexahydrocyclopenta[b][1,4]oxazin-4(4aH)-yl]-7-hydroxy-3-[(trans-4-methylcyclohexyl)methyl]-3H-imidazo[4,5-c]pyridine-6-carbonitrile), C(=O)([O-])[O-].[Cs+].[Cs+] (Cs2CO3), CI (MeI). The product is ClC=1C=C(C=NC1)C1=NC(=C(C2=C1N(C(=N2)N2[C@H]1[C@H](OCC2)CCC1)C[C@@H]1CC[C@H](CC1)C)OC)C#N (4-(5-chloropyridin-3-yl)-2-[(4aR,7aR)-hexahydrocyclopenta[b][1,4]oxazin-4(4aH)-yl]-7-methoxy-3-[(trans-4-methylcyclohexyl)methyl]-3H-imidazo[4,5-c]pyridine-6-carbonitrile). Reaction conditions: time 15 minute. RXN SMILES: [Cl:1][C:2]1[CH:3]=[C:4]([C:8]2[C:13]3[N:14]([CH2:26][C@H:27]4[CH2:32][CH2:31][C@H:30]([CH3:33])[CH2:29][CH2:28]4)[C:15]([N:17]4[CH2:22][CH2:21][O:20][C@@H:19]5[CH2:23][CH2:24][CH2:25][C@@H:18]45)=[N:16][C:12]=3[C:11]([OH:34])=[C:10]([C:35]#[N:36])[N:9]=2)[CH:5]=[N:6][CH:7]=1.[C:37]([O-])([O-])=O.[Cs+].[Cs+].CI>CN(C=O)C.CCOC(C)=O>[Cl:1][C:2]1[CH:3]=[C:4]([C:8]2[C:13]3[N:14]([CH2:26][C@H:27]4[CH2:32][CH2:31][C@H:30]([CH3:33])[CH2:29][CH2:28]4)[C:15]([N:17]4[CH2:22][CH2:21][O:20][C@@H:19]5[CH2:23][CH2:24][CH2:25][C@@H:18]45)=[N:16][C:12]=3[C:11]([O:34][CH3:37])=[C:10]([C:35]#[N:36])[N:9]=2)[CH:5]=[N:6][CH:7]=1 |f:1.2.3|. Reported procedure: To a solution of 4-(5-chloropyridin-3-yl)-2-[(4aR,7aR)-hexahydrocyclopenta[b][1,4]oxazin-4(4aH)-yl]-7-hydroxy-3-[(trans-4-methylcyclohexyl)methyl]-3H-imidazo[4,5-c]pyridine-6-carbonitrile (24.5 mg, 0.048 mmol) in DMF (2 mL) were added Cs2CO3 (31.5 mg, 0.097 mmol) and MeI (6 μL, 0.097 mmol). The reaction was stirred at room temperature for 15 minutes and then diluted with EtOAc (40 mL) and washed with water (10 mL) and brine (10 mL). The organic layer was dried over Na2SO4, filtered, and concentr... Starting materials: BrC=1C=C(C=CC1SCC1=CC=NC=C1)NC(=O)C1=CC=C(C=C1)C1=C(C=C(C=C1)C1=NOC(=N1)C)C (N-[3-bromo-4-(pyrid-4-ylmethylthio)phenyl]-2'-methyl-4'-(5-methyl-1,2,4-oxadiazol-3-yl)biphenyl-4-carboxamide), CI (methyl iodide), C([O-])([O-])=O.[K+].[K+] (potassium carbonate), [BH4-].[Na+] (sodium borohydride). The solvent is CN(C)C=O (DMF). Run at temperature 0 celsius, time 60 hour. The product is BrC=1C=C(C=CC1SCC=1CCNCC1)NC(=O)C1=CC=C(C=C1)C1=C(C=C(C=C1)C1=NOC(=N1)C)C (N-[3-Bromo-4-(1,2,3,6-tetrahydropyrid-4-ylmethylthio)phenyl]-2'-methyl-4'-(5-methyl-1,2,4-oxadiazol-3-yl)biphenyl-4-carboxamide). The yield is 48.0%. As a reaction SMILES: [Br:1][C:2]1[CH:3]=[C:4]([NH:16][C:17]([C:19]2[CH:24]=[CH:23][C:22]([C:25]3[CH:30]=[CH:29][C:28]([C:31]4[N:35]=[C:34]([CH3:36])[O:33][N:32]=4)=[CH:27][C:26]=3[CH3:37])=[CH:21][CH:20]=2)=[O:18])[CH:5]=[CH:6][C:7]=1[S:8][CH2:9][C:10]1[CH:15]=[CH:14][N:13]=[CH:12][CH:11]=1.CI.[BH4-].[Na+].C(=O)([O-])[O-].[K+].[K+]>CN(C=O)C>[Br:1][C:2]1[CH:3]=[C:4]([NH:16][C:17]([C:19]2[CH:20]=[CH:21][C:22]([C:25]3[CH:30]=[CH:29][C:28]([C:31]4[N:35]=[C:34]([CH3:36])[O:33][N:32]=4)=[CH:27][C:26]=3[CH3:37])=[CH:23][CH:24]=2)=[O:18])[CH:5]=[CH:6][C:7]=1[S:8][CH2:9][C:10]1[CH2:15][CH2:14][NH:13][CH2:12][CH:11]=1 |f:2.3,4.5.6|. Procedure: A stirred solution of N-[3-bromo-4-(pyrid-4-ylmethylthio)phenyl]-2'-methyl-4'-(5-methyl-1,2,4-oxadiazol-3-yl)biphenyl-4-carboxamide (D 16) (1.41 g, 2.46 mmol) in dry DMF (15 ml) was treated with methyl iodide (0.184 ml, 2.95 mmol). After 60 h, the reaction mixture was evaporated under reduced pressure and the residue was triturated with ethyl acetate. The resultant brown solid was filtered off and dried in vacuo. It was redissolved in a mixture of ethanol (150 ml) and water (75 ml), cooled to 0°...